From a dataset of the Open Reaction Database (ORD), a public repository of structured organic reaction records. describe an organic reaction: reactants, conditions, products, and yield Yields the product C1(=CC=CC=C1)C1=CC(=CC2=CC(=CC=C12)O)C(CC)=S (1-Phenyl-3-methylthioacetyl-6-naphthol). Starting materials: C1(=CC=CC=C1)C1=CC(=CC2=CC(=CC=C12)OCC1=CC=CC=C1)C(CC)=S (1-Phenyl-3-methylthioacetyl-6-benzyloxynaphthalene). Procedure details: A solution of methylthioacetyl derivative from Step 4 (140 mg) in AcOH (1 mL) and conc. HCl (1 mL) was stirred at r.t. 18 hr. The reaction mixture was diluted with Et2O, washed with H2O (2×), saturated NaHCO3 solution, brine, dried over MgSO4 and the solvent evaporated. The residue was flash chromatographed, eluting with hexane:EtOAc:CH2Cl2 (85:15:50) to afford the title compound as a foam. Run in CC(=O)O (AcOH), Cl (HCl), CCOCC (Et2O). RXN SMILES: [C:1]1([C:7]2[C:16]3[C:11](=[CH:12][C:13]([O:17]CC4C=CC=CC=4)=[CH:14][CH:15]=3)[CH:10]=[C:9]([C:25](=[S:28])[CH2:26][CH3:27])[CH:8]=2)[CH:6]=[CH:5][CH:4]=[CH:3][CH:2]=1>CC(O)=O.Cl.CCOCC>[C:1]1([C:7]2[C:16]3[C:11](=[CH:12][C:13]([OH:17])=[CH:14][CH:15]=3)[CH:10]=[C:9]([C:25](=[S:28])[CH2:26][CH3:27])[CH:8]=2)[CH:2]=[CH:3][CH:4]=[CH:5][CH:6]=1. Run in C1CCCCC1 (cyclohexane), O (water). As a reaction SMILES: [CH2:1]([OH:5])[CH2:2][CH2:3][CH3:4].[C:6]1([CH3:16])[CH:11]=[CH:10]C(S(O)(=O)=O)=CC=1.[CH:17](=[O:21])[CH2:18][CH2:19][CH3:20].[OH-].[Na+]>O.C1CCCCC1>[CH2:1]([O:5][CH:17]([O:21][CH2:10][CH2:11][CH2:6][CH3:16])[CH2:18][CH2:19][CH3:20])[CH2:2][CH2:3][CH3:4] |f:3.4|. Yields the product C(CCC)OC(CCC)OCCCC (n-butyraldehyde di-n-butyl acetal). Procedure: 889.5 g of n-butanol, 1500 g of cyclohexane, and 5.7 g of p-toluenesulfonic acid are placed in a 4 liter three-necked flask fitted with a stirrer, dropping funnel, reflux condenser, and internal thermometer. 432.7 g of n-butyraldehyde is added with stirring over a period of 5 minutes. Owing to the acetal formation which starts spontaneously, the internal temperature rises to about 35° C. The mixture is allowed to react at 35° C. to 40° C. for 30 minutes, a Ph of 7.0 is then established in the re... The reactants are C(CCC)O (n-butanol), C1(=CC=C(C=C1)S(=O)(=O)O)C (p-toluenesulfonic acid), acetal, Ph, C(CCC)=O (n-butyraldehyde), [OH-].[Na+] (sodium hydroxide). Conditions: time 5 minute.